From a dataset of the Open Reaction Database (ORD), a public repository of structured organic reaction records. describe an organic reaction: reactants, conditions, products, and yield Reactants: [H-].[Al+3].[Li+].[H-].[H-].[H-] (lithium aluminum hydride), C(C)OC(CCCCCC1CCC2C(/C=C/C=3C=4N2C2=C(C4CCC3)C=NC=C2)C1)=O ((±)-trans-1,2,3,4,4a,8,9,14a-octahydropyrido[4',3':2,3]indolo[1,7-ab][1]benzazepine-3-hexanoic acid ethyl ester), [OH-].[Na+] (sodium hydroxide). Solvent: CCOCC (ether), CCOCC (ether). The product is C1CC(CC2/C=C/C=3C=4N(C21)C2=C(C4CCC3)C=NC=C2)CCCCCCO ((±)-trans-1,2,3,4,4a,8,9,14a-octahydropyrido[4',3':2,3]indolo[1,7-ab][1]benzazepine-3-hexanol). As a reaction SMILES: C([O:3][C:4](=O)[CH2:5][CH2:6][CH2:7][CH2:8][CH2:9][CH:10]1[CH2:30][CH:14]2[CH:15]=[CH:16][C:17]3[C:18]4[N:19]([C:20]5[CH:29]=[CH:28][N:27]=[CH:26][C:21]=5[C:22]=4[CH2:23][CH2:24][CH:25]=3)[CH:13]2[CH2:12][CH2:11]1)C.[H-].[Al+3].[Li+].[H-].[H-].[H-].[OH-].[Na+]>CCOCC>[CH2:12]1[CH:13]2[CH:14]([CH:15]=[CH:16][C:17]3[C:18]4[N:19]2[C:20]2[CH:29]=[CH:28][N:27]=[CH:26][C:21]=2[C:22]=4[CH2:23][CH2:24][CH:25]=3)[CH2:30][CH:10]([CH2:9][CH2:8][CH2:7][CH2:6][CH2:5][CH2:4][OH:3])[CH2:11]1 |f:1.2.3.4.5.6,7.8|. Procedure: 1.5 grams (0.036 moles) of (±)-trans-1,2,3,4,4a,8,9,14a-octahydropyrido[4',3':2,3]indolo[1,7-ab][1]benzazepine-3-hexanoic acid ethyl ester dissolved in 25 ml of dry ether was added dropwise to a stirred suspension of 380 mg (0.010 moles) of lithium aluminum hydride in 50 ml of ether under a nitrogen atmosphere. The resulting mixture was then heated for 1 hour at reflux, cooled, and decomposed with 1N sodium hydroxide solution. The ether solution was decanted from the inorganic salts, dried over ... Starting materials: Cl.S1C(=CC=C1)C(=N)NC1=CC=C(C=C1)NC(CCCCC1SSCC1)=O (N-(4-[[(2-Thienyl)(imino)methyl]amino]phenyl}-1,2-dithiolane-3-pentanamide Hydrochloride), C1CSS[C@@H]1CC(=O)O (trisnorlipoic acid), S1SC(CC1)CC(=O)O (2-(1,2-dithiolan-3-yl)acetic acid), C1CSS[C@@H]1CCCCC(=O)O (lipoic acid). The product is NC(C=1SC=CC1)=NC1=CC=C(C=C1)NC(CC1SSCC1)=O (N-(4-{[Amino(2-thienyl)methylidene]amino}phenyl)-2-(1,2-dithiolan-3-yl)acetamide). As a reaction SMILES: Cl.[S:2]1[CH:6]=[CH:5][CH:4]=[C:3]1[C:7]([NH:9][C:10]1[CH:15]=[CH:14][C:13]([NH:16][C:17](=[O:27])[CH2:18][CH2:19][CH2:20][CH2:21]C2CCSS2)=[CH:12][CH:11]=1)=[NH:8].C1[C@@H](CC(O)=O)[S:31][S:30]C1.S1CCC(CC(O)=O)S1.C1[C@@H](CCCCC(O)=O)SSC1>>[NH2:8][C:7](=[N:9][C:10]1[CH:11]=[CH:12][C:13]([NH:16][C:17](=[O:27])[CH2:18][CH:19]2[CH2:20][CH2:21][S:31][S:30]2)=[CH:14][CH:15]=1)[C:3]1[S:2][CH:6]=[CH:5][CH:4]=1 |f:0.1|. Reported procedure: The experimental protocol used is the same as that described for compound 1, with trisnorlipoic acid [or 2-(1,2-dithiolan-3-yl)acetic acid] (prepared according to Tetrahedron Letters, (1997), 38, 33, 5785) replacing lipoic acid. Yellow foam.